From a dataset of the Open Reaction Database (ORD), a public repository of structured organic reaction records. describe an organic reaction: reactants, conditions, products, and yield Starting materials: [Sn] (Tin), C(CCC)[Sn](CCCC)=O (dibutyltin oxide), C(C)C(C=O)=CCCC (2-ethylhexenal), C(CCC)=O (n-butyraldehyde), esters, C(CCC)=O (n-butyraldehyde), C(CCC)[Sn](CCCC)=O (dibutyltin oxide), C(CCC)=O (n-butyraldehyde), [Sn] (tin), aldehydes. Product: C(CCC)OC(CCC)=O (butylbutyrate). The yield is 45.0%. Reaction SMILES: [Sn].[CH:2](=[O:6])[CH2:3][CH2:4][CH3:5].[CH2:7]([C:9](=CCCC)[CH:10]=[O:11])[CH3:8].C([Sn](=O)CCCC)CCC>>[CH2:2]([O:6][C:10](=[O:11])[CH2:9][CH2:7][CH3:8])[CH2:3][CH2:4][CH3:5] |^3:0|. Procedure: Tin metal supported on silica gel is described as a vapor phase aldol catalyst by Swift, Bozik, and Massota, in Catalysis 15 407 (1969). Swift also describes the vapor phase reaction of n-butyraldehyde with tin metal supported on silica gel in U.S. Pat. No. 3,542,878. The product of the reaction is 2-ethylhexenal in 95 percent selectivity, at 40 percent n-butyraldehyde conversion. Japanese workers have described the simple Tischenko reaction of aldehydes in Japan Kokai No. 76/39,619 using dibuty... Reactants: O=C(O)c1cc2cc(Cl)ccc2[nH]1, Cl, NC(Cc1ccccc1)C(=O)N1CCSC1. The product is O=C(NC(Cc1ccccc1)C(=O)N1CCSC1)c1cc2cc(Cl)ccc2[nH]1. Reaction SMILES: [Cl:18][c:19]1[cH:20][c:21]2[cH:22][c:23]([C:28](=[O:29])[OH:30])[nH:24][c:25]2[cH:26][cH:27]1.[ClH:1].[NH2:2][CH:3]([C:4](=[O:5])[N:6]1[CH2:7][S:8][CH2:9][CH2:10]1)[CH2:11][c:12]1[cH:13][cH:14][cH:15][cH:16][cH:17]1>>[NH:2]([CH:3]([C:4](=[O:5])[N:6]1[CH2:7][S:8][CH2:9][CH2:10]1)[CH2:11][c:12]1[cH:13][cH:14][cH:15][cH:16][cH:17]1)[C:28]([c:23]1[cH:22][c:21]2[cH:20][c:19]([Cl:18])[cH:27][cH:26][c:25]2[nH:24]1)=[O:29].